Dataset: the Open Reaction Database (ORD), a public repository of structured organic reaction records. Task: describe an organic reaction: reactants, conditions, products, and yield Reactants: CN(C)C=O, COC(=O)Cc1cc(O)cc(O)c1, Cl, [H-], CI, [Na+], O. Yields the product COC(=O)Cc1cc(O)cc(OC)c1. As a reaction SMILES: [CH3:19][N:20]([CH3:21])[CH:22]=[O:23].[CH3:1][O:2][C:3]([CH2:4][c:5]1[cH:6][c:7]([OH:12])[cH:8][c:9]([OH:11])[cH:10]1)=[O:13].[ClH:18].[H-:14].[I:16][CH3:17].[Na+:15].[OH2:24]>>[CH3:1][O:2][C:3]([CH2:4][c:5]1[cH:6][c:7]([OH:12])[cH:8][c:9]([O:11][CH3:17])[cH:10]1)=[O:13]. The reactants are [C-]#N.[Na+] (sodium cyanide), FC(CCCBr)(F)F (4,4,4-trifluorobutyl bromide). The solvent is CS(=O)C (DMSO). Conditions: temperature 80 celsius. The product is FC(CCCC#N)(F)F (5,5,5,-Trifluorovaleronitrile). Isolated yield 96.8%. Reaction SMILES: [C-:1]#[N:2].[Na+].[F:4][C:5]([F:11])([F:10])[CH2:6][CH2:7][CH2:8]Br>CS(C)=O>[F:4][C:5]([F:11])([F:10])[CH2:6][CH2:7][CH2:8][C:1]#[N:2] |f:0.1|. Reported procedure: A mixture of 882 mg (18 mmole) of sodium cyanide and 9 mL of DMSO was heated in an oil bath at 80° C. for 10 minutes until most of the solid had dissolved. The mixture was then removed from the oil bath and treated with 2.87 g (15 mmole) of 4,4,4-trifluorobutyl bromide. The mixture was heated to 110° C. for about 30 minutes and then cooled to room temperature. The mixture was partitioned between H2O and ether, and the aqueous layer was extracted with an additonal 2 portions of ether. The combine... Reactants: N#Cc1ccc2cc(C(=O)O)[nH]c2c1, CC(C)(C)OC(=O)COc1ccc(N)cc1. Product: CC(C)(C)OC(=O)COc1ccc(NC(=O)c2cc3ccc(C#N)cc3[nH]2)cc1. Reaction SMILES: [C:1](#[N:2])[c:3]1[cH:4][cH:5][c:6]2[cH:7][c:8]([C:12](=[O:13])[OH:14])[nH:9][c:10]2[cH:11]1.[NH2:15][c:16]1[cH:17][cH:18][c:19]([O:20][CH2:21][C:22](=[O:23])[O:24][C:25]([CH3:26])([CH3:27])[CH3:28])[cH:29][cH:30]1>>[C:1](#[N:2])[c:3]1[cH:4][cH:5][c:6]2[cH:7][c:8]([C:12](=[O:14])[NH:15][c:16]3[cH:17][cH:18][c:19]([O:20][CH2:21][C:22](=[O:23])[O:24][C:25]([CH3:26])([CH3:27])[CH3:28])[cH:29][cH:30]3)[nH:9][c:10]2[cH:11]1. Starting materials: BrC1=C(C=C(C=C1)S(=O)(=O)NC)F (4-bromo-3-fluoro-N-methylbenzenesulfonamide), C(C)(C)(C)P(C(C)(C)C)C(C)(C)C (Tri-t-butylphosphine), C(#N)C1=CC=C(N1C)B(O)O (5-cyano-1-methyl-1H-pyrrol-2-ylboronic acid), [F-].[K+] (potassium fluoride). Reagents/catalysts: C=1C=CC(=CC1)/C=C/C(=O)/C=C/C2=CC=CC=C2.C=1C=CC(=CC1)/C=C/C(=O)/C=C/C2=CC=CC=C2.C=1C=CC(=CC1)/C=C/C(=O)/C=C/C2=CC=CC=C2.[Pd].[Pd] (tris(dibenzylideneacetone)dipalladium). Reaction conditions: time 16 hour. The product is C(#N)C1=CC=C(N1C)C1=C(C=C(C=C1)S(=O)(=O)NC)F (4-(5-cyano-1-methyl-1H-pyrrol-2-yl)-3-fluoro-N-methylbenzenesulfonamide). The yield is 30.6%. RXN SMILES: Br[C:2]1[CH:7]=[CH:6][C:5]([S:8]([NH:11][CH3:12])(=[O:10])=[O:9])=[CH:4][C:3]=1[F:13].[C:14]([C:16]1[N:20]([CH3:21])[C:19](B(O)O)=[CH:18][CH:17]=1)#[N:15].[F-].[K+].C(P(C(C)(C)C)C(C)(C)C)(C)(C)C>C1C=CC(/C=C/C(/C=C/C2C=CC=CC=2)=O)=CC=1.C1C=CC(/C=C/C(/C=C/C2C=CC=CC=2)=O)=CC=1.C1C=CC(/C=C/C(/C=C/C2C=CC=CC=2)=O)=CC=1.[Pd].[Pd]>[C:14]([C:16]1[N:20]([CH3:21])[C:19]([C:2]2[CH:7]=[CH:6][C:5]([S:8]([NH:11][CH3:12])(=[O:10])=[O:9])=[CH:4][C:3]=2[F:13])=[CH:18][CH:17]=1)#[N:15] |f:2.3,5.6.7.8.9|. Reported procedure: According to general procedure B, 4-bromo-3-fluoro-N-methylbenzenesulfonamide (158 mg, 0.59 mmol), 5-cyano-1-methyl-1H-pyrrol-2-ylboronic acid (106 mg, 0.70 mmol), potassium fluoride (113 mg, 1.95 mmol), and tris(dibenzylideneacetone)dipalladium (15 mg, 0.01 mmol) were placed in an oven dried flask under nitrogen and dry THF (1.4 mL) was added. Tri-t-butylphosphine (89 μL, 0.02 mmol, 10 wt % in hexane) was added and the reaction was stirred for 16 hours. 4-(5-cyano-1-methyl-1H-pyrrol-2-yl)-3-flu... Reactants: aqueous solution, C=O (formaldehyde), C(C)(=O)O (acetic acid), C(C)(=O)O[BH-](OC(C)=O)OC(C)=O.[Na+] (sodium triacetoxyborohydride), OC1=C(C(=O)NC2=C(C(=O)OC(C)(C)C)C=CC(=C2)C2=CC=CC=C2)C=C(C=C1)C1NCCCC1 (tert-butyl 2-(2-hydroxy-5-(piperidin-2-yl)benzamido)-4-phenylbenzoate). Run at time 3 hour. Procedure: A 37% aqueous solution of formaldehyde (8.2 μL), acetic acid (9.7 μL), and sodium triacetoxyborohydride (0.045 g) were sequentially added to a methylene chloride (1.5 mL) solution of the obtained tert-butyl 2-(2-hydroxy-5-(piperidin-2-yl)benzamido)-4-phenylbenzoate (0.040 g), followed by stirring at room temperature for 3 hours. The solvent was evaporated under reduced pressure, and chloroform was added thereto. The insoluble substance was removed by filtration, and then a saturated aqueous solu... The solvent is C(Cl)Cl (methylene chloride). Reaction SMILES: C=O.[C:3](O)(=O)C.C(O[BH-](OC(=O)C)OC(=O)C)(=O)C.[Na+].[OH:21][C:22]1[CH:49]=[CH:48][C:47]([CH:50]2[CH2:55][CH2:54][CH2:53][CH2:52][NH:51]2)=[CH:46][C:23]=1[C:24]([NH:26][C:27]1[CH:39]=[C:38]([C:40]2[CH:45]=[CH:44][CH:43]=[CH:42][CH:41]=2)[CH:37]=[CH:36][C:28]=1[C:29]([O:31][C:32]([CH3:35])([CH3:34])[CH3:33])=[O:30])=[O:25]>C(Cl)Cl>[OH:21][C:22]1[CH:49]=[CH:48][C:47]([CH:50]2[CH2:55][CH2:54][CH2:53][CH2:52][N:51]2[CH3:3])=[CH:46][C:23]=1[C:24]([NH:26][C:27]1[CH:39]=[C:38]([C:40]2[CH:45]=[CH:44][CH:43]=[CH:42][CH:41]=2)[CH:37]=[CH:36][C:28]=1[C:29]([O:31][C:32]([CH3:35])([CH3:34])[CH3:33])=[O:30])=[O:25] |f:2.3|. Product: OC1=C(C(=O)NC2=C(C(=O)OC(C)(C)C)C=CC(=C2)C2=CC=CC=C2)C=C(C=C1)C1N(CCCC1)C (tert-butyl 2-(2-hydroxy-5-(1-methylpiperidin-2-yl)benzamido)-4-phenylbenzoate). Starting materials: C=1C=CC(=CC1)[C@@H]2[C@H](O2)C=3C=CC=CC3 (trans-stilbene oxide), OC(CN)CN (2-hydroxy-1,3-propanediamine). The product is OC(CNC(C(O)C1=CC=CC=C1)C1=CC=CC=C1)CNC(C(O)C1=CC=CC=C1)C1=CC=CC=C1 (β,β'-[(2-Hydroxy-1,3-propanediyl)diimino]bis(α-phenylbenzeneethanol)). Isolated yield 55.0%. Reaction SMILES: [CH:1]1[CH:2]=[CH:3][C:4]([C@H:7]2[O:9][C@@H:8]2[C:10]2[CH:11]=[CH:12][CH:13]=[CH:14][CH:15]=2)=[CH:5][CH:6]=1.[OH:16][CH:17]([CH2:20][NH2:21])[CH2:18][NH2:19]>>[OH:16][CH:17]([CH2:20][NH:21][CH:8]([C:10]1[CH:11]=[CH:12][CH:13]=[CH:14][CH:15]=1)[CH:7]([C:4]1[CH:3]=[CH:2][CH:1]=[CH:6][CH:5]=1)[OH:9])[CH2:18][NH:19][CH:7]([C:4]1[CH:5]=[CH:6][CH:1]=[CH:2][CH:3]=1)[CH:8]([C:10]1[CH:11]=[CH:12][CH:13]=[CH:14][CH:15]=1)[OH:9]. Procedure details: A mixture of trans-stilbene oxide (3.93 g, 0.020 mol) and 2-hydroxy-1,3-propanediamine (0.90 g, 0.010 mol) was heated on a steam bath for 18 hours, giving a white solid. The material was triturated with boiling toluene and allowed to cool. The white solid that formed was collected, washed with toluene, and dried under ambient conditions for 18 hours. The solid was then vacuum dried over refluxing toluene for 4 hours to obtain 2.60 g (55% yield); mp 155°-175° C. (undefined). The reactants are COc1ccc2cc(Br)ccc2c1[N+](=O)[O-], CN, CN(C)C=O. The product is CNc1ccc2cc(Br)ccc2c1[N+](=O)[O-]. Reaction SMILES: [Br:1][c:2]1[cH:3][c:4]2[cH:5][cH:6][c:7]([O:15][CH3:16])[c:8]([N+:12](=[O:13])[O-:14])[c:9]2[cH:10][cH:11]1.[CH3:17][NH2:18].[CH3:19][N:20]([CH3:21])[CH:22]=[O:23]>>[Br:1][c:2]1[cH:3][c:4]2[cH:5][cH:6][c:7]([NH:18][CH3:17])[c:8]([N+:12](=[O:13])[O-:14])[c:9]2[cH:10][cH:11]1.